This data is from the Open Reaction Database (ORD), a public repository of structured organic reaction records. The task is: describe an organic reaction: reactants, conditions, products, and yield The reactants are BrCc1ccccc1, O=C([O-])[O-], CN(C)C=O, [K+], [K+], O=C1CC(C(=O)O)N(C(=O)OCc2ccccc2)C1. Yields the product O=C1CC(C(=O)OCc2ccccc2)N(C(=O)OCc2ccccc2)C1. Reaction SMILES: [Br:20][CH2:21][c:22]1[cH:23][cH:24][cH:25][cH:26][cH:27]1.[C:28](=[O:29])([O-:30])[O-:31].[CH3:34][N:35]([CH3:36])[CH:37]=[O:38].[K+:32].[K+:33].[O:1]=[C:2]1[CH2:3][CH:4]([C:17](=[O:18])[OH:19])[N:5]([C:7](=[O:8])[O:9][CH2:10][c:11]2[cH:12][cH:13][cH:14][cH:15][cH:16]2)[CH2:6]1>>[O:1]=[C:2]1[CH2:3][CH:4]([C:17]([O:18][CH2:21][c:22]2[cH:23][cH:24][cH:25][cH:26][cH:27]2)=[O:19])[N:5]([C:7](=[O:8])[O:9][CH2:10][c:11]2[cH:12][cH:13][cH:14][cH:15][cH:16]2)[CH2:6]1. Reactants: C(C=1C(O)=CC=CC1)=O (salicylaldehyde), ice water, C(C1=CC=CC=C1)N1CCC(CC1)N (1-benzyl-4-amino-piperidine), resultant mixture, [BH4-].[Na+] (sodium borohydride). Run in CO (methanol). Reaction conditions: time 1 hour. Yields the product C(C1=CC=CC=C1)N1CCC(CC1)NCC1=C(C=CC=C1)O (1-Benzyl-4-[N-(o-hydroxybenzyl)-amino]-piperidine). Isolated yield 80.7%. RXN SMILES: [CH:1](=O)[C:2]1[C:3](=[CH:5][CH:6]=[CH:7][CH:8]=1)[OH:4].[CH2:10]([N:17]1[CH2:22][CH2:21][CH:20]([NH2:23])[CH2:19][CH2:18]1)[C:11]1[CH:16]=[CH:15][CH:14]=[CH:13][CH:12]=1.[BH4-].[Na+]>CO>[CH2:10]([N:17]1[CH2:22][CH2:21][CH:20]([NH:23][CH2:1][C:2]2[CH:8]=[CH:7][CH:6]=[CH:5][C:3]=2[OH:4])[CH2:19][CH2:18]1)[C:11]1[CH:12]=[CH:13][CH:14]=[CH:15][CH:16]=1 |f:2.3|. Reported procedure: In this reference example, 9.76 g of salicylaldehyde, 15.12 g of 1-benzyl-4-amino-piperidine and 100 ml of methanol are mixed and stirred at room temperature for one hour. While the resultant mixture is cooled with ice, 3.2 g of sodium borohydride is added thereto over a period of one hour and 30 minutes. Then, the mixture is stirred at room temperature for 2 hours. The resultant reaction mixture is poured into 1 l of ice water. The light yellow crystals deposited are separated by filtration and... Starting materials: FC(C1=CC(=C(C=C1)CN)N1CCCC1)(F)F ((4-(trifluoromethyl)-2-(pyrrolidin-1-yl)phenyl)-methanamine), ClC(Cl)(OC(OC(Cl)(Cl)Cl)=O)Cl (triphosgene), [N-]=C=O (isocyanate), compound 1b. The solvent is CCOC(=O)C (AcOEt), CCOC(=O)C (AcOEt), CN(C)C=O (DMF). Run at temperature 80 celsius. Product: FC(C1=CC(=C(CNC(=O)NC2=CC=CC3=C2NC(O3)=O)C=C1)N1CCCC1)(F)F (1-(4-(trifluoromethyl)-2-(pyrrolidin-1-yl)benzyl)-3-(2,3-dihydro-2-oxobenzo[d]oxazol-4-yl)urea). Yield: 20.0%. As a reaction SMILES: [F:1][C:2]([F:17])([F:16])[C:3]1[CH:8]=[CH:7][C:6]([CH2:9][NH2:10])=[C:5]([N:11]2[CH2:15][CH2:14][CH2:13][CH2:12]2)[CH:4]=1.ClC(Cl)(O[C:22](=[O:28])[O:23][C:24](Cl)(Cl)Cl)Cl.[N-:30]=[C:31]=[O:32]>CCOC(C)=O.CN(C=O)C>[F:17][C:2]([F:1])([F:16])[C:3]1[CH:8]=[CH:7][C:6]([CH2:9][NH:10][C:31]([NH:30][C:6]2[C:9]3[NH:10][C:22](=[O:28])[O:23][C:24]=3[CH:3]=[CH:4][CH:5]=2)=[O:32])=[C:5]([N:11]2[CH2:15][CH2:14][CH2:13][CH2:12]2)[CH:4]=1. Reported procedure: Amine 2b (289 mg, 1.2 mmol) (Scheme 7) was dissolved in 20 ml of AcOEt and at 0° C. triphosgene (356 mg, 1.2 mmol) was added to the solution. The mixture was warmed at 80° C. for 4 hours then evaporated and the residue was dissolved in 5 ml of DMF. The solution of the isocyanate was added dropwise to a solution in DMF (10 ml) of compound 1b (180 mg, 1.2 mmol) and the mixture was warmed at 80° C. for 8 hours. (TLC AcOEt). The solvent was evaporated and the crude was dissolved in AcOEt (30 ml) and... Procedure: Following standard GENERAL METHOD 1-4 for Suzuki coupling using (2-fluoro-4-methoxy-5-(6-(methyl(2,2,6,6-tetramethylpiperidin-4-yl)amino)pyridazin-3-yl)phenyl)boronic acid (50 mg, 0.12 mmol) and 4-bromo-1H-imidazole (35.3 mg, 0.24 mmol) afforded 6-(4-fluoro-5-(1H-imidazol-4-yl)-2-methoxyphenyl)-N-methyl-N-(2,2,6,6-tetramethylpiperidin-4-yl)pyridazin-3-amine (52.7 mg) MS [M+H+]=439.3. Reactants: FC1=C(C=C(C(=C1)OC)C=1N=NC(=CC1)N(C1CC(NC(C1)(C)C)(C)C)C)B(O)O ((2-fluoro-4-methoxy-5-(6-(methyl(2,2,6,6-tetramethylpiperidin-4-yl)amino)pyridazin-3-yl)phenyl)boronic acid), BrC=1N=CNC1 (4-bromo-1H-imidazole). Isolated yield 100.1%. Reaction SMILES: [F:1][C:2]1[CH:7]=[C:6]([O:8][CH3:9])[C:5]([C:10]2[N:11]=[N:12][C:13]([N:16]([CH3:27])[CH:17]3[CH2:22][C:21]([CH3:24])([CH3:23])[NH:20][C:19]([CH3:26])([CH3:25])[CH2:18]3)=[CH:14][CH:15]=2)=[CH:4][C:3]=1B(O)O.Br[C:32]1[N:33]=[CH:34][NH:35][CH:36]=1>>[F:1][C:2]1[C:3]([C:32]2[N:33]=[CH:34][NH:35][CH:36]=2)=[CH:4][C:5]([C:10]2[N:11]=[N:12][C:13]([N:16]([CH3:27])[CH:17]3[CH2:22][C:21]([CH3:24])([CH3:23])[NH:20][C:19]([CH3:26])([CH3:25])[CH2:18]3)=[CH:14][CH:15]=2)=[C:6]([O:8][CH3:9])[CH:7]=1. Product: FC1=CC(=C(C=C1C=1N=CNC1)C1=CC=C(N=N1)N(C1CC(NC(C1)(C)C)(C)C)C)OC (6-(4-fluoro-5-(1H-imidazol-4-yl)-2-methoxyphenyl)-N-methyl-N-(2,2,6,6-tetramethylpiperidin-4-yl)pyridazin-3-amine). Reactants: CSC(SC)=C(C#N)C#N ([bis(methylthio)methylene]malononitrile), O.NN (hydrazine hydrate), C(C1=CC=CC=C1)N1CCNCC1 (1-benzylpiperazine), CS (methanethiol), CS (methanethiol), C (charcoal). The solvent is C(C)#N (acetonitrile). Reaction conditions: temperature -10 celsius. Yields the product NC1=NNC(=C1C#N)N1CCN(CC1)CC1=CC=CC=C1 (3-Amino-5-(4-phenylmethyl-1-piperazinyl)-4-pyrazolecarbonitrile). The yield is 39.7%. As a reaction SMILES: CS[C:3](=[C:6]([C:9]#[N:10])[C:7]#[N:8])SC.[CH2:11]([N:18]1[CH2:23][CH2:22][NH:21][CH2:20][CH2:19]1)[C:12]1[CH:17]=[CH:16][CH:15]=[CH:14][CH:13]=1.CS.O.[NH2:27][NH2:28].C>C(#N)C>[NH2:8][C:7]1[C:6]([C:9]#[N:10])=[C:3]([N:21]2[CH2:22][CH2:23][N:18]([CH2:11][C:12]3[CH:13]=[CH:14][CH:15]=[CH:16][CH:17]=3)[CH2:19][CH2:20]2)[NH:28][N:27]=1 |f:3.4|. Procedure details: A mixture of 4.25 g (0.025 moles) of [bis(methylthio)methylene]malononitrile [K. A. Jensen and L. Hendriksen, Acta Chem. Scand., 22(4), 1107 (1968)] and 4.7 g (0.025 moles) of 1-benzylpiperazine in 100 ml of acetonitrile was stirred at reflux for 5 hours with evolution of methanethiol. Then 1.31 g (0.025 moles) of hydrazine hydrate was added and the solution was stirred at reflux for 16 hours, again with evolution of methanethiol. The reaction mixture was clarified while hot with activated charc... The reactants are CNC(C1=NC=CC(=C1)OC1=CC2=C(N=C(S2)S(=O)C)C=C1)=O (N-methyl-4-(2-(methylsulfinyl)benzo[d]thiazol-6-yloxy)picolinamide), [C@@H]1([C@@H](CCCC1)N)N ((1R,2R)-cyclohexane-1,2-diamine). The solvent is CN1CCCC1=O (NMP). Conditions: temperature 105 celsius, time 24 hour. Yields the product N[C@H]1[C@@H](CCCC1)NC=1SC2=C(N1)C=CC(=C2)OC2=CC(=NC=C2)C(=O)NC (4-(2-((1R,2R)-2-aminocyclohexylamino)benzo[d]thiazol-6-yloxy)-N-methylpicolinamide). Isolated yield 69.8%. As a reaction SMILES: [CH3:1][NH:2][C:3](=[O:23])[C:4]1[CH:9]=[C:8]([O:10][C:11]2[CH:22]=[CH:21][C:14]3[N:15]=[C:16](S(C)=O)[S:17][C:13]=3[CH:12]=2)[CH:7]=[CH:6][N:5]=1.[C@@H:24]1([NH2:31])[CH2:29][CH2:28][CH2:27][CH2:26][C@H:25]1[NH2:30]>CN1C(=O)CCC1>[NH2:30][C@@H:25]1[CH2:26][CH2:27][CH2:28][CH2:29][C@H:24]1[NH:31][C:16]1[S:17][C:13]2[CH:12]=[C:11]([O:10][C:8]3[CH:7]=[CH:6][N:5]=[C:4]([C:3]([NH:2][CH3:1])=[O:23])[CH:9]=3)[CH:22]=[CH:21][C:14]=2[N:15]=1. Procedure: To the solution of N-methyl-4-(2-(methylsulfinyl)benzo[d]thiazol-6-yloxy)picolinamide (15 mg, 43 μmole) in 400 μL of NMP was added (1R,2R)-cyclohexane-1,2-diamine (17 mg, 150 μmole). The reaction solution was stirred at 105° C. for 24 hours. The crude reaction solution was purified on prep HPLC and evaporated in vacuo to give 4-(2-((1R,2R)-2-aminocyclohexylamino)benzo[d]thiazol-6-yloxy)-N-methylpicolinamide (12 mg, 30 μmole) as white powder. ES/MS m/z 398.1 (MH+).